This data is from the Open Reaction Database (ORD), a public repository of structured organic reaction records. The task is: describe an organic reaction: reactants, conditions, products, and yield Reactants: ICl (iodine monochloride), C(C)(=O)C1=CC=C(N)C=C1 (4-acetylaniline), C(=O)([O-])[O-].[Ca+2] (CaCO3). The solvent is CO (MeOH), CCOCC (Et2O), O (H2O), CO (MeOH). Conditions: time 45 minute. Yields the product NC1=C(C=C(C=C1)C(C)=O)I (1-(4-Amino-3-iodophenyl)ethanone). The yield is 44.4%. As a reaction SMILES: C([O-])([O-])=O.[Ca+2].[C:6]([C:9]1[CH:15]=[CH:14][C:12]([NH2:13])=[CH:11][CH:10]=1)(=[O:8])[CH3:7].[I:16]Cl>O.CO.CCOCC>[NH2:13][C:12]1[CH:14]=[CH:15][C:9]([C:6](=[O:8])[CH3:7])=[CH:10][C:11]=1[I:16] |f:0.1|. Procedure: To a stirred suspension of CaCO3 (4.5 g, 45.27 mmol) in H2O (15 mL) was added a solution of 4-acetylaniline (4.1 g, 30.18 mmol) in MeOH (25 mL), followed by a solution of iodine monochloride (5.2 g, 31.88 mmol) in MeOH (20 mL) dropwise. The reaction was stirred at r.t. for 45 minutes, then diluted with Et2O (150 mL). The organic fraction was separated, washed with water (100 mL), then brine (100 mL), dried (Na2SO4), filtered and concentrated in vacuo to give the title compound (3.5 g, 44%) as a ... Starting materials: solution, C(CCC)[Li] (n-butyllithium), O1CCCC1 (tetrahydrofuran), C(C)[C@@H]1CC[C@H](CC1)C(=O)OCC (ethyl trans-4-ethylcyclohexanecarboxylate), CP(OC)(OC)=O (dimethyl methylphosphonate), O1CCCC1 (tetrahydrofuran). Run in CCCCCC (n-hexane). Run at temperature -70 celsius, time 1 hour. Yields the product O=C(CP(OC)(OC)=O)[C@@H]1CC[C@H](CC1)CC (Dimethyl 2-oxo-2-(trans-4-ethylcyclohexyl)ethylphosphonate). RXN SMILES: C([Li])CCC.[CH3:6][P:7](=[O:12])([O:10][CH3:11])[O:8][CH3:9].O1CCCC1.[CH2:18]([C@H:20]1[CH2:25][CH2:24][C@H:23]([C:26](OCC)=[O:27])[CH2:22][CH2:21]1)[CH3:19]>CCCCCC>[O:27]=[C:26]([C@H:23]1[CH2:24][CH2:25][C@H:20]([CH2:18][CH3:19])[CH2:21][CH2:22]1)[CH2:6][P:7](=[O:12])([O:10][CH3:11])[O:8][CH3:9]. Reported procedure: Under an atmosphere of nitrogen, 47 ml. of a 1.25M solution of n-butyllithium in n-hexane were added dropwise to a solution of 7.64 g. of dimethyl methylphosphonate in 120 ml. of tetrahydrofuran at -70° C. After one hour of stirring at -70° C., a solution of 5.63 g. of ethyl trans-4-ethylcyclohexanecarboxylate [c.f. N. L. Allinger and L. A. Freiberg, J. Org. Chem., 31, 894, (1966)] in 30 ml. of tetrahydrofuran was added dropwise at -70° C., and the mixture was stirred at the same temperature for...